From a dataset of the Open Reaction Database (ORD), a public repository of structured organic reaction records. describe an organic reaction: reactants, conditions, products, and yield Reactants: N(=NC(=O)OC(C)C)C(=O)OC(C)C (diisopropyl azodicarboxylate), OC(CNC(OCC1=CC=CC=C1)=O)COC (rac-Benzyl (2-hydroxy-3-methoxypropyl)carbamate), C1(NC(C2=CC=CC=C12)=O)=O (1H-isoindole-1,3(2H)-dione), C1(=CC=CC=C1)P(C1=CC=CC=C1)C1=CC=CC=C1 (triphenylphosphine). Solvent: C1CCOC1 (THF). Conditions: time 10 minute. The product is O=C1N(C(C2=CC=CC=C12)=O)C(CNC(OCC1=CC=CC=C1)=O)COC (rac-Benzyl [2-(1,3-dioxo-1,3-dihydro-2H-isoindol-2-yl)-3-methoxypropyl]carbamate). As a reaction SMILES: O[CH:2]([CH2:15][O:16][CH3:17])[CH2:3][NH:4][C:5](=[O:14])[O:6][CH2:7][C:8]1[CH:13]=[CH:12][CH:11]=[CH:10][CH:9]=1.[C:18]1(=[O:28])[C:26]2[C:21](=[CH:22][CH:23]=[CH:24][CH:25]=2)[C:20](=[O:27])[NH:19]1.C1(P(C2C=CC=CC=2)C2C=CC=CC=2)C=CC=CC=1.N(C(OC(C)C)=O)=NC(OC(C)C)=O>C1COCC1>[O:28]=[C:18]1[C:26]2[C:21](=[CH:22][CH:23]=[CH:24][CH:25]=2)[C:20](=[O:27])[N:19]1[CH:2]([CH2:15][O:16][CH3:17])[CH2:3][NH:4][C:5](=[O:14])[O:6][CH2:7][C:8]1[CH:13]=[CH:12][CH:11]=[CH:10][CH:9]=1. Reported procedure: 12.10 g (38.4 mmol, 76%) rac-benzyl (2-hydroxy-3-methoxypropyl)carbamate (Example 132A), 6.79 g (46.1 mmol) of 1H-isoindole-1,3(2H)-dione and 15.12 g (57.7 mmol) triphenylphosphine were initially charged in THF (158 ml). 11.4 ml (57.7 mmol) of diisopropyl azodicarboxylate were added dropwise, and the mixture was then stirred at RT for 10 min. The mixture was then concentrated and the residue purified by silica gel chromatography (cyclohexane/ethyl acetate gradient: from 3:0 to 2:1). The product ... Starting materials: O=C([O-])[O-], Clc1ccccc1Cl, [Cu], COc1ccc(I)cc1, [K+], [K+], c1ccc2c(c1)[nH]c1ccccc12. Product: COc1ccc(-n2c3ccccc3c3ccccc32)cc1. RXN SMILES: [C:23](=[O:24])([O-:25])[O-:26].[Cl:29][c:30]1[cH:31][cH:32][cH:33][cH:34][c:35]1[Cl:36].[Cu:37].[I:14][c:15]1[cH:16][cH:17][c:18]([O:21][CH3:22])[cH:19][cH:20]1.[K+:27].[K+:28].[cH:1]1[cH:2][cH:3][cH:4][c:5]2[c:6]3[cH:7][cH:8][cH:9][cH:10][c:11]3[nH:12][c:13]12>>[cH:1]1[cH:2][cH:3][cH:4][c:5]2[c:6]3[cH:7][cH:8][cH:9][cH:10][c:11]3[n:12](-[c:15]3[cH:16][cH:17][c:18]([O:21][CH3:22])[cH:19][cH:20]3)[c:13]12. Starting materials: CO, CCC(Oc1ccc([N+](=O)[O-])cc1)c1c(Cl)cccc1Cl, O=[Pt]. The product is CCC(Oc1ccc(N)cc1)c1c(Cl)cccc1Cl. Reaction SMILES: [CH3:22][OH:23].[Cl:1][c:2]1[c:3]([CH:9]([CH2:10][CH3:11])[O:12][c:13]2[cH:14][cH:15][c:16]([N+:19]([O-:20])=[O:21])[cH:17][cH:18]2)[c:4]([Cl:8])[cH:5][cH:6][cH:7]1.[Pt:24]=[O:25]>>[Cl:1][c:2]1[c:3]([CH:9]([CH2:10][CH3:11])[O:12][c:13]2[cH:14][cH:15][c:16]([NH2:19])[cH:17][cH:18]2)[c:4]([Cl:8])[cH:5][cH:6][cH:7]1. Reactants: CCOC(=O)C1(S(=O)(=O)c2ccc(OC)cc2)CCN(CC)CC1, CO, [Na+], [OH-]. Yields the product CCN1CCC(C(=O)O)(S(=O)(=O)c2ccc(OC)cc2)CC1. Reaction SMILES: [CH2:1]([CH3:2])[O:3][C:4](=[O:5])[C:6]1([S:14](=[O:15])(=[O:16])[c:17]2[cH:18][cH:19][c:20]([O:23][CH3:24])[cH:21][cH:22]2)[CH2:7][CH2:8][N:9]([CH2:12][CH3:13])[CH2:10][CH2:11]1.[CH3:25][OH:26].[Na+:28].[OH-:27]>>[O:3]=[C:4]([OH:5])[C:6]1([S:14](=[O:15])(=[O:16])[c:17]2[cH:18][cH:19][c:20]([O:23][CH3:24])[cH:21][cH:22]2)[CH2:7][CH2:8][N:9]([CH2:12][CH3:13])[CH2:10][CH2:11]1. As a reaction SMILES: [CH3:37][N:38]([CH3:39])[CH:40]=[O:41].[Cl:28][c:29]1[cH:30][c:31]([CH2:35][Cl:36])[n:32][cH:33][cH:34]1.[NH2:8][c:9]1[n:10][cH:11][cH:12][cH:13][c:14]1-[c:15]1[cH:16][c:17]([CH2:20][c:21]2[cH:22][cH:23][c:24]([OH:27])[cH:25][cH:26]2)[n:18][o:19]1.[Na+:7].[O:1]1[CH2:2][CH2:3][CH2:4][CH2:5]1.[OH-:6]>>[NH2:8][c:9]1[n:10][cH:11][cH:12][cH:13][c:14]1-[c:15]1[cH:16][c:17]([CH2:20][c:21]2[cH:22][cH:23][c:24]([O:27][CH2:35][c:31]3[cH:30][c:29]([Cl:28])[cH:34][cH:33][n:32]3)[cH:25][cH:26]2)[n:18][o:19]1. Starting materials: CN(C)C=O, ClCc1cc(Cl)ccn1, Nc1ncccc1-c1cc(Cc2ccc(O)cc2)no1, [Na+], C1CCOC1, [OH-]. The product is Nc1ncccc1-c1cc(Cc2ccc(OCc3cc(Cl)ccn3)cc2)no1. Starting materials: NC1=CC(=NN1)C(=O)OCC (ethyl 5-amino-1H-pyrazole-3-carboxylate), C(C)(=O)C(C(=O)OCC)CC(=O)OCC (diethyl 2-acetylsuccinate). The reagents and catalysts are CC=1C=CC(=CC1)S(=O)(=O)O.O (TsOH.H2O). Run in CC=1C=CC=CC1C (o-xylene). The product is C(C)OC(CC=1C(=NC=2N(C1O)N=C(C2)C(=O)OCC)C)=O (ethyl 6-(2-ethoxy-2-oxoethyl)-7-hydroxy-5-methylpyrazolo[1,5-a]pyrimidine-2-carboxylate). The yield is 75.3%. Reaction SMILES: [NH2:1][C:2]1[NH:6][N:5]=[C:4]([C:7]([O:9][CH2:10][CH3:11])=[O:8])[CH:3]=1.[C:12]([CH:15]([CH2:21][C:22]([O:24][CH2:25][CH3:26])=[O:23])[C:16](OCC)=[O:17])(=O)[CH3:13]>CC1C=CC=CC=1C.CC1C=CC(S(O)(=O)=O)=CC=1.O>[CH2:25]([O:24][C:22](=[O:23])[CH2:21][C:15]1[C:12]([CH3:13])=[N:1][C:2]2[N:6]([N:5]=[C:4]([C:7]([O:9][CH2:10][CH3:11])=[O:8])[CH:3]=2)[C:16]=1[OH:17])[CH3:26] |f:3.4|. Procedure details: A suspension of ethyl 5-amino-1H-pyrazole-3-carboxylate (35.5 g, 229 mmol, prepared according to WO 2008015271), diethyl 2-acetylsuccinate (51.2 mL, 275 mmol) and TsOH.H2O (0.218 g, 1.144 mmol) in o-xylene (500 mL) was refluxed using a Dean-Stork condenser for 5 h. (Note: The suspension turned into a clear homogeneous solution and then in about 15 min a yellow solid started precipitated out of solution). Then, the reaction mixture was cooled, diluted with hexanes (250 mL), filtered, washed with ... Reactants: BrC1=CC=C(C=C1)I (p-bromoiodobenzene), Cl (hydrochloric acid), C1(=CC=CC=C1)C#C (phenylacetylene), O1CCCC1 (tetrahydrofuran). The reagents and catalysts are [Cu]I (copper(I) iodide), Cl[Pd]([P](C1=CC=CC=C1)(C2=CC=CC=C2)C3=CC=CC=C3)([P](C4=CC=CC=C4)(C5=CC=CC=C5)C6=CC=CC=C6)Cl (bis(triphenylphosphine)palladium(II) dichloride). Run in C(C)N(CC)CC (triethylamine). Yields the product BrC1=CC=C(C=C1)C#CC1=CC=CC=C1 ((4-bromophenyl)phenylacetylene). Reaction SMILES: [Br:1][C:2]1[CH:7]=[CH:6][C:5](I)=[CH:4][CH:3]=1.[C:9]1([C:15]#[CH:16])[CH:14]=[CH:13][CH:12]=[CH:11][CH:10]=1.O1CCCC1.Cl>[Cu]I.Cl[Pd](Cl)([P](C1C=CC=CC=1)(C1C=CC=CC=1)C1C=CC=CC=1)[P](C1C=CC=CC=1)(C1C=CC=CC=1)C1C=CC=CC=1.C(N(CC)CC)C>[Br:1][C:2]1[CH:7]=[CH:6][C:5]([C:16]#[C:15][C:9]2[CH:14]=[CH:13][CH:12]=[CH:11][CH:10]=2)=[CH:4][CH:3]=1 |^1:27,46|. Reported procedure: In a 500 mL three-necked flask were placed 14 g (51 mmol) of p-bromoiodobenzene, 5.2 g (52 mmol) of phenylacetylene, and 98 mg (0.50 mmol) of copper(I) iodide. After the atmosphere in the flask was placed with nitrogen, 200 mL of tetrahydrofuran (THF) and 9.0 mL of triethylamine (Et3N) were added to the flask, and the mixture was degassed by being stirred under reduced pressure. To this mixture was added 0.34 mg (0.50 mmol) of bis(triphenylphosphine)palladium(II) dichloride, and the mixture was ... The reactants are ClC1=CC=C(C=O)C=C1 (4-chlorobenzaldehyde), C(=O)(OCC)C=P(C1=CC=CC=C1)(C1=CC=CC=C1)C1=CC=CC=C1 ((carboethoxymethylene)triphenylphosphorane). Run in C1(=CC=CC=C1)C (toluene). Reaction conditions: time 18 hour. Yields the product ClC1=CC=C(C=CC(=O)OCC)C=C1 (ethyl 4-chlorocinnamate). Reaction SMILES: [Cl:1][C:2]1[CH:9]=[CH:8][C:5]([CH:6]=O)=[CH:4][CH:3]=1.[C:10]([CH:15]=P(C1C=CC=CC=1)(C1C=CC=CC=1)C1C=CC=CC=1)([O:12][CH2:13][CH3:14])=[O:11]>C1(C)C=CC=CC=1>[Cl:1][C:2]1[CH:9]=[CH:8][C:5]([CH:6]=[CH:15][C:10]([O:12][CH2:13][CH3:14])=[O:11])=[CH:4][CH:3]=1. Procedure details: A solution of 4-chlorobenzaldehyde (28 g) and (carboethoxymethylene)triphenylphosphorane (73 g) in toluene (500 mL) was refluxed for 2 hours. The reaction was cooled to room temperature and concentrated under vacuum to a total volume of 150 mL. Then pure hexane (500 mL) was added and the mixture was left for 18 hours at room temperature. The solid (triphexylphosphine oxide) was filtered, rinsed with hexane and the filtrate evaporated to give crude product which was distilled at 0.5 mm Hg, and th...